The task is: describe an organic reaction: reactants, conditions, products, and yield. This data is from the Open Reaction Database (ORD), a public repository of structured organic reaction records. Reactants: CO, O=C(O)C(F)(F)F, NN, CNC(=O)c1c(-c2ccc(F)cc2)oc2ccc(-c3cc(C(=O)NC4(c5ccccc5)CC4)ccc3OCCN3C(=O)c4ccccc4C3=O)cc12, O=C1NC(=O)c2ccccc21, O. Yields the product CNC(=O)c1c(-c2ccc(F)cc2)oc2ccc(-c3cc(C(=O)NC4(c5ccccc5)CC4)ccc3OCCN)cc12. Reaction SMILES: [CH3:73][OH:74].[F:66][C:67]([F:68])([F:69])[C:70]([OH:71])=[O:72].[NH2:64][NH2:65].[O:12]=[C:13]1[N:14]([CH2:23][CH2:24][O:25][c:26]2[c:27](-[c:44]3[cH:45][cH:46][c:47]4[c:48]([c:49]([C:59](=[O:60])[NH:61][CH3:62])[c:50](-[c:52]5[cH:53][cH:54][c:55]([F:58])[cH:56][cH:57]5)[o:51]4)[cH:63]3)[cH:28][c:29]([C:32]([NH:33][C:34]3([c:37]4[cH:38][cH:39][cH:40][cH:41][cH:42]4)[CH2:35][CH2:36]3)=[O:43])[cH:30][cH:31]2)[C:21](=[O:22])[c:16]2[c:15]1[cH:20][cH:19][cH:18][cH:17]2.[O:1]=[C:2]1[c:3]2[c:4]([cH:5][cH:6][cH:7][cH:8]2)[C:9](=[O:10])[NH:11]1.[OH2:75]>>[NH2:14][CH2:23][CH2:24][O:25][c:26]1[c:27](-[c:44]2[cH:45][cH:46][c:47]3[c:48]([c:49]([C:59](=[O:60])[NH:61][CH3:62])[c:50](-[c:52]4[cH:53][cH:54][c:55]([F:58])[cH:56][cH:57]4)[o:51]3)[cH:63]2)[cH:28][c:29]([C:32]([NH:33][C:34]2([c:37]3[cH:38][cH:39][cH:40][cH:41][cH:42]3)[CH2:35][CH2:36]2)=[O:43])[cH:30][cH:31]1. The reactants are O=Cc1cccc(Br)n1, Cc1ccc(S(=O)(=O)O)cc1, Cc1ccccc1, OCCO. The product is Brc1cccc(C2OCCO2)n1. Reaction SMILES: [Br:1][c:2]1[cH:3][cH:4][cH:5][c:6]([CH:8]=[O:9])[n:7]1.[CH3:14][c:15]1[cH:16][cH:17][c:18]([S:19]([OH:20])(=[O:21])=[O:22])[cH:23][cH:24]1.[CH3:25][c:26]1[cH:27][cH:28][cH:29][cH:30][cH:31]1.[OH:10][CH2:11][CH2:12][OH:13]>>[Br:1][c:2]1[cH:3][cH:4][cH:5][c:6]([CH:8]2[O:9][CH2:12][CH2:11][O:10]2)[n:7]1. Reactants: ice, S(=O)(Cl)Cl (Thionyl chloride), COC(=O)NC1=C(C=CC=C1)[C@@H]1N(C(C2=CC(=C(C=C2[C@@H]1C(=O)O)OC)OC)=O)C (cis-3-[2-(Methoxycarbonylamino)phenyl]-4-carboxy-3,4-dihydro-6,7-dimethoxy-2-methyl-1(2H)-isoquinolone), C([O-])(O)=O.[Na+] (sodium bicarbonate), COC(=O)NC1=C(C=CC=C1)[C@@H]1N(C(C2=CC(=C(C=C2[C@@H]1C(=O)O)OC)OC)=O)C (cis-3-[2-(Methoxycarbonylamino)phenyl]-4-carboxy-3,4-dihydro-6,7-dimethoxy-2-methyl-1(2H)-isoquinolone). Solvent: CO (methanol). Run at temperature 0 celsius, time 6 hour. Yields the product COC(=O)NC1=C(C=CC=C1)[C@@H]1N(C(C2=CC(=C(C=C2[C@H]1C(=O)OC)OC)OC)=O)C (trans-3-[2-(Methoxycarbonylamino)phenyl]-3,4-dihydro-6,7-dimethoxy-4-methoxycarbonyl-2-methyl-1(2H)-isoquinolone). The yield is 96.0%. Reaction SMILES: S(Cl)(Cl)=O.[CH3:5][O:6][C:7]([NH:9][C:10]1[CH:15]=[CH:14][CH:13]=[CH:12][C:11]=1[C@H:16]1[C@@H:25]([C:26]([OH:28])=[O:27])[C:24]2[C:19](=[CH:20][C:21]([O:31][CH3:32])=[C:22]([O:29][CH3:30])[CH:23]=2)[C:18](=[O:33])[N:17]1[CH3:34])=[O:8].[C:35](=O)(O)[O-].[Na+]>CO>[CH3:5][O:6][C:7]([NH:9][C:10]1[CH:15]=[CH:14][CH:13]=[CH:12][C:11]=1[C@H:16]1[C@H:25]([C:26]([O:28][CH3:35])=[O:27])[C:24]2[C:19](=[CH:20][C:21]([O:31][CH3:32])=[C:22]([O:29][CH3:30])[CH:23]=2)[C:18](=[O:33])[N:17]1[CH3:34])=[O:8] |f:2.3|. Reported procedure: Thionyl chloride (10 mL) was added slowly to a suspension of cis 10 (0.75 g, 1.8 mmol) and trans 10 (1.35 g, 3.3 mmol) in methanol (100 mL) at 0° C. The resulting mixture was stirred for 6 h at 0° C. After completion of the reaction (TLC), the reaction mixture was poured slowly into a mixture of ice (200 g) and a saturated solution of sodium bicarbonate (100 mL). The resulting mixture was extracted with chloroform (3×150 mL), and the combined extracts were dried with sodium sulfate, filtered tho...